Dataset: the Open Reaction Database (ORD), a public repository of structured organic reaction records. Task: describe an organic reaction: reactants, conditions, products, and yield The reactants are CN(C)C=O, O=C1CCC(=O)N1Cl, O, O=C1c2ccccc2-n2cncc2C2CCCN12. Yields the product O=C1c2ccccc2-n2cnc(Cl)c2C2CCCN12. Reaction SMILES: [CH3:28][N:29]([CH3:30])[CH:31]=[O:32].[Cl:19][N:20]1[C:21](=[O:22])[CH2:23][CH2:24][C:25]1=[O:26].[OH2:27].[cH:1]1[n:2][cH:3][n:4]2[c:5]1[CH:6]1[N:7]([C:8](=[O:15])[c:9]3[c:10]-2[cH:11][cH:12][cH:13][cH:14]3)[CH2:16][CH2:17][CH2:18]1>>[c:1]1([Cl:19])[n:2][cH:3][n:4]2[c:5]1[CH:6]1[N:7]([C:8](=[O:15])[c:9]3[c:10]-2[cH:11][cH:12][cH:13][cH:14]3)[CH2:16][CH2:17][CH2:18]1. The reactants are CCOC(=O)CCCOc1cccc(CCCCCCOc2cc(-c3ccc4c(c3)OCO4)cc([N+](=O)[O-])c2)c1CCC(=O)OCC, [Cl-], [NH4+], [Zn]. Yields the product CCOC(=O)CCCOc1cccc(CCCCCCOc2cc(N)cc(-c3ccc4c(c3)OCO4)c2)c1CCC(=O)OCC. As a reaction SMILES: [CH2:1]([CH3:2])[O:3][C:4]([CH2:5][CH2:6][CH2:7][O:8][c:9]1[c:10]([CH2:40][CH2:41][C:42](=[O:43])[O:44][CH2:45][CH3:46])[c:11]([CH2:15][CH2:16][CH2:17][CH2:18][CH2:19][CH2:20][O:21][c:22]2[cH:23][c:24](-[c:31]3[cH:32][c:33]4[c:34]([cH:38][cH:39]3)[O:35][CH2:36][O:37]4)[cH:25][c:26]([N+:28]([O-:29])=[O:30])[cH:27]2)[cH:12][cH:13][cH:14]1)=[O:47].[Cl-:48].[NH4+:49].[Zn:50]>>[CH2:1]([CH3:2])[O:3][C:4]([CH2:5][CH2:6][CH2:7][O:8][c:9]1[c:10]([CH2:40][CH2:41][C:42](=[O:43])[O:44][CH2:45][CH3:46])[c:11]([CH2:15][CH2:16][CH2:17][CH2:18][CH2:19][CH2:20][O:21][c:22]2[cH:23][c:24](-[c:31]3[cH:32][c:33]4[c:34]([cH:38][cH:39]3)[O:35][CH2:36][O:37]4)[cH:25][c:26]([NH2:28])[cH:27]2)[cH:12][cH:13][cH:14]1)=[O:47]. Starting materials: CC(C)(C)OC(=O)N1CCN2c3ncc(CO)cc3NC(=O)C2C1, C[P+](C)(C)CC#N, CCC#N, CCN(C(C)C)C(C)C, Clc1ccc(N2CCNCC2)cc1, Cl, [I-]. Product: CC(C)(C)OC(=O)N1CCN2c3ncc(CN4CCN(c5ccc(Cl)cc5)CC4)cc3NC(=O)C2C1. Reaction SMILES: [C:1]([CH3:2])([CH3:3])([CH3:4])[O:5][C:6](=[O:7])[N:8]1[CH2:9][CH:10]2[C:11](=[O:24])[NH:12][c:13]3[cH:14][c:15]([CH2:22][OH:23])[cH:16][n:17][c:18]3[N:19]2[CH2:20][CH2:21]1.[C:26]([CH2:27][P+:28]([CH3:29])([CH3:30])[CH3:31])#[N:32].[C:56](#[N:57])[CH2:58][CH3:59].[CH2:33]([N:34]([CH:35]([CH3:36])[CH3:37])[CH:38]([CH3:39])[CH3:40])[CH3:41].[Cl:43][c:44]1[cH:45][cH:46][c:47]([N:50]2[CH2:51][CH2:52][NH:53][CH2:54][CH2:55]2)[cH:48][cH:49]1.[ClH:42].[I-:25]>>[C:1]([CH3:2])([CH3:3])([CH3:4])[O:5][C:6](=[O:7])[N:8]1[CH2:9][CH:10]2[C:11](=[O:24])[NH:12][c:13]3[cH:14][c:15]([CH2:22][N:53]4[CH2:52][CH2:51][N:50]([c:47]5[cH:46][cH:45][c:44]([Cl:43])[cH:49][cH:48]5)[CH2:55][CH2:54]4)[cH:16][n:17][c:18]3[N:19]2[CH2:20][CH2:21]1.